This data is from the Open Reaction Database (ORD), a public repository of structured organic reaction records. The task is: describe an organic reaction: reactants, conditions, products, and yield The reactants are C(C=C)[C@@H](C(=O)OC)CCCCCC (methyl (S)-2-allyloctanoate), S(O)(O)(=O)=O (sulfuric acid). Solvent: P(=O)([O-])([O-])[O-] (phosphate). Reaction conditions: temperature 40 celsius, time 77 hour. The product is C(C=C)[C@@H](C(=O)O)CCCCCC ((S)-2-allyloctanoic acid). Yield: 65.1%. Reaction SMILES: [CH2:1]([C@H:4]([CH2:9][CH2:10][CH2:11][CH2:12][CH2:13][CH3:14])[C:5]([O:7]C)=[O:6])[CH:2]=[CH2:3].S(=O)(=O)(O)O>P([O-])([O-])([O-])=O>[CH2:1]([C@H:4]([CH2:9][CH2:10][CH2:11][CH2:12][CH2:13][CH3:14])[C:5]([OH:7])=[O:6])[CH:2]=[CH2:3]. Procedure: In a flask, there were placed 50 ml of 100 mM phosphate buffer (pH 6.0), 6 g of Novozyme CALB L (product of Novozyms) and 2 g of methyl (S)-2-allyloctanoate (60% ee) prepared in Example 31. After tight closure, the flask was shaken at 40° C. for 77 hours. To the mixture was added 0.35 ml of a 55% (w/w) aqueous solution of sulfuric acid, and the resulting mixture was extracted with two 100-ml portions of ethyl acetate. The organic phases were combined, and the product was transferred to 100 ml of... Reactants: OCCCN1C(=NC=C1CO)S (1-(3-Hydroxypropyl)-2-mercapto-5-hydroxymethylimidazole), OO (hydrogen peroxide), [OH-].[Na+] (sodium hydroxide). The reagents and catalysts are O[W](=O)(=O)O (tungstic acid). Run in CO (methanol), O (water). Run at temperature 40 celsius, time 15 minute. Product: OCCCN1C=NC=C1CO (1-(3-Hydroxypropyl)-5-hydroxymethylimidazole). Yield: 95.6%. As a reaction SMILES: [OH:1][CH2:2][CH2:3][CH2:4][N:5]1[C:9]([CH2:10][OH:11])=[CH:8][N:7]=[C:6]1S.OO.[OH-].[Na+]>CO.O.O[W](O)(=O)=O>[OH:1][CH2:2][CH2:3][CH2:4][N:5]1[C:9]([CH2:10][OH:11])=[CH:8][N:7]=[CH:6]1 |f:2.3|. Procedure: 1-(3-Hydroxypropyl)-2-mercapto-5-hydroxymethylimidazole(5.0 g, 23.1 mmol) and tungstic acid(H2WO4, 58 mg, 1 mol %) were mixed in 25 ml of methanol and 25 ml of distilled water. The mixture was warmed to 40° C. and 3.6 g of 30% hydrogen peroxide was added dropwise thereto. The whole mixture was stirred for 15 minutes and cooled and then, neutralized with 1 N sodium hydroxide solution. The resulting mixture was extracted twice with 25 ml of n-butanol and the solvent was distilled under reduced pre...